This data is from the Open Reaction Database (ORD), a public repository of structured organic reaction records. The task is: describe an organic reaction: reactants, conditions, products, and yield Reactants: COc1cc(Br)ccc1Cl, CC(C)(C)OC(=O)N1CCC2(CCNC2=O)CC1, O=C([O-])[O-], CN(C)CCN, CCOC(C)=O, CO, [Cs+], [Cs+], [Cu]I, C1COCCO1. Yields the product COc1cc(N2CCC3(CCN(C(=O)OC(C)(C)C)CC3)C2=O)ccc1Cl. RXN SMILES: [Br:19][c:20]1[cH:21][c:22]([O:27][CH3:28])[c:23]([Cl:26])[cH:24][cH:25]1.[C:1]([CH3:2])([CH3:3])([CH3:4])[O:5][C:6](=[O:7])[N:8]1[CH2:9][CH2:10][C:11]2([CH2:12][CH2:13][NH:14][C:15]2=[O:16])[CH2:17][CH2:18]1.[C:35](=[O:36])([O-:37])[O-:38].[CH3:29][N:30]([CH3:31])[CH2:32][CH2:33][NH2:34].[CH3:49][CH2:50][O:51][C:52]([CH3:53])=[O:54].[CH3:55][OH:56].[Cs+:39].[Cs+:40].[Cu:47][I:48].[O:41]1[CH2:42][CH2:43][O:44][CH2:45][CH2:46]1>>[C:1]([CH3:2])([CH3:3])([CH3:4])[O:5][C:6](=[O:7])[N:8]1[CH2:9][CH2:10][C:11]2([CH2:12][CH2:13][N:14]([c:20]3[cH:21][c:22]([O:27][CH3:28])[c:23]([Cl:26])[cH:24][cH:25]3)[C:15]2=[O:16])[CH2:17][CH2:18]1. Reactants: COC(CN(C(C(F)(F)F)=O)CC(C1=C(C=CC=C1)Cl)C1=C(C=CC(=C1)Cl)N)=O (N-[2-(2-amino-5-chlorophenyl)-2-(2-chlorophenyl)ethyl]-N-(trifluoroacetyl)glycine methyl ester), C(C)(=O)O (acetic acid), C(C(C)(C)C)=O (pivalaldehyde), C(#N)[BH3-].[Na+] (sodium cyanoborohydride). Run in CO (methanol), ClCCl (dichloromethane). Reaction conditions: time 30 minute. Yields the product COC(CN(C(C(F)(F)F)=O)CC(C1=C(C=CC=C1)Cl)C1=C(C=CC(=C1)Cl)NCC(C)(C)C)=O (N-[2-(5-Chloro-2-neopentylaminophenyl)-2-(2-chlorophenyl)ethyl]-N-trifluoroacetylglycine methyl ester). The yield is 59.9%. Reaction SMILES: [CH3:1][O:2][C:3](=[O:29])[CH2:4][N:5]([CH2:12][CH:13]([C:21]1[CH:26]=[C:25]([Cl:27])[CH:24]=[CH:23][C:22]=1[NH2:28])[C:14]1[CH:19]=[CH:18][CH:17]=[CH:16][C:15]=1[Cl:20])[C:6](=[O:11])[C:7]([F:10])([F:9])[F:8].C(O)(=O)C.[CH:34](=O)[C:35]([CH3:38])([CH3:37])[CH3:36].C([BH3-])#N.[Na+]>CO.ClCCl>[CH3:1][O:2][C:3](=[O:29])[CH2:4][N:5]([CH2:12][CH:13]([C:21]1[CH:26]=[C:25]([Cl:27])[CH:24]=[CH:23][C:22]=1[NH:28][CH2:34][C:35]([CH3:38])([CH3:37])[CH3:36])[C:14]1[CH:19]=[CH:18][CH:17]=[CH:16][C:15]=1[Cl:20])[C:6](=[O:11])[C:7]([F:10])([F:9])[F:8] |f:3.4|. Reported procedure: To a solution of N-[2-(2-amino-5-chlorophenyl)-2-(2-chlorophenyl)ethyl]-N-(trifluoroacetyl)glycine methyl ester (0.39 g) in methanol (5 ml) were added acetic acid (0.05 ml) and pivalaldehyde (78 mg). The mixture was stirred for 30 minutes at room temperature, to which was added sodium cyanoborohydride (57 mg). The mixture was stirred for one hour at room temperature, followed by addition of dichloromethane (50 ml) thereto. This solution was washed with a 1N aqueous solution of sodium hydroxide, ...